Dataset: the Open Reaction Database (ORD), a public repository of structured organic reaction records. Task: describe an organic reaction: reactants, conditions, products, and yield Reactants: —CH2 CH2O—, ice water, C(C)(=O)N1CC(C2=C(C=C(C=C12)C)C)CCOC(C)=O (1-Acetyl-3-(2-acetoxyethyl)-4,6-dimethylindoline), [N+](=O)(O)[O-] (nitric acid), Cl (hydrochloric acid), —CH2 CH2O—, N1CCC2=CC=CC=C12 (Indoline), ice water, BrBr (Br2), N1CCC2=CC=CC=C12 (Indoline), C(#N)OC (NCOCH3), N1CCC2=CC=CC=C12 (Indoline), N1CCC2=CC=CC=C12 (Indoline). Solvent: CC(=O)O (AcOH), CC(=O)O (AcOH). Run at time 30 minute. Yields the product C(C)(=O)N1CC(C2=C(C(=C(C(=C12)[N+](=O)[O-])C)Br)C)CCOC(C)=O (1-acetyl-3-(2-acetoxyethyl)-5-bromo-4,6-dimethyl-7-nitroindoline). As a reaction SMILES: C(OC)#N.N1C2C(=CC=CC=2)CC1.[C:14]([N:17]1[C:25]2[C:20](=[C:21]([CH3:27])[CH:22]=[C:23]([CH3:26])[CH:24]=2)[CH:19]([CH2:28][CH2:29][O:30][C:31](=[O:33])[CH3:32])[CH2:18]1)(=[O:16])[CH3:15].[Br:34]Br.[N+:36]([O-:39])(O)=[O:37].Cl>CC(O)=O>[C:14]([N:17]1[C:25]2[C:20](=[C:21]([CH3:27])[C:22]([Br:34])=[C:23]([CH3:26])[C:24]=2[N+:36]([O-:39])=[O:37])[CH:19]([CH2:28][CH2:29][O:30][C:31](=[O:33])[CH3:32])[CH2:18]1)(=[O:16])[CH3:15]. Reported procedure: 1.60·2.20 (2H, m, —CH2 CH2O—), 2.04 (3H, s, -OCH3), 2.24 (3H, s, >NCOCH3), 2.24, 2.30 (6H, sx 2, —CH3×2), 3.34 (1H, m, Indoline C3—H), 3.94 (2H, m, Indoline C2—H), 4.12 (2H, t, J=7.1 Hz, —CH2 CH2O—), 6.67 (1H, s, Indoline C5—H), 7.90 (1H, s, Indoline C7—H). (3) 1-Acetyl-3-(2-acetoxyethyl)-4,6-dimethylindoline (2.0 g) was dissolved in AcOH (40 ml) and Br2 (1.9 g) was added, which was followed by stirring at room temperature for 30 min. The reaction mixture was poured into ice water and precipitat... Reactants: ClC=1SC(=CN1)CN1C(NCC1)=C[N+](=O)[O-] (1-((2-chlorothiazol-5-yl)methyl)-2-(nitromethylene)imidazolidine), C(CCC=O)=O (succinaldehyde), Cl (HCl). Run in C(C)#N (acetonitrile). Product: ClC=1SC(=CN1)CN1CCN2C1=C(C1CCC2O1)[N+](=O)[O-] (1-((2-chlorothiazol-5-yl)methyl)-9-nitro-2,3,5,6,7,8-hexahydro-1H-5,8-epoxyimidazo[1,2-a]azepine). Yield: 63.0%. RXN SMILES: [Cl:1][C:2]1[S:3][C:4]([CH2:7][N:8]2[CH2:12][CH2:11][NH:10][C:9]2=[CH:13][N+:14]([O-:16])=[O:15])=[CH:5][N:6]=1.[CH:17](=[O:22])[CH2:18][CH2:19][CH:20]=O.Cl>C(#N)C>[Cl:1][C:2]1[S:3][C:4]([CH2:7][N:8]2[C:9]3=[C:13]([N+:14]([O-:16])=[O:15])[CH:20]4[O:22][CH:17]([N:10]3[CH2:11][CH2:12]2)[CH2:18][CH2:19]4)=[CH:5][N:6]=1. Procedure details: To a 50 ml round bottom flask was added 1.30 g (0.005 mol) 1-((2-chlorothiazol-5-yl)methyl)-2-(nitromethylene)imidazolidine, 30 ml dry acetonitrile, 0.860 g (0.01 mol) succinaldehyde and catalytic concentrated HCl. The reaction was stirred at r.t. and monitored by TLC. After completion, the mixture was evaporated to remove solvent and purified by column chromatography to afford final product as faint yellow powder with 63% yield.